This data is from the Open Reaction Database (ORD), a public repository of structured organic reaction records. The task is: describe an organic reaction: reactants, conditions, products, and yield The reactants are CC(=O)O, Cc1ccc(F)c(Cl)c1Cl, [K+], [K+], O=[Cr](=O)([O-])O[Cr](=O)(=O)[O-], O, O=S(=O)(O)O. Yields the product O=C(O)c1ccc(F)c(Cl)c1Cl. As a reaction SMILES: [CH3:28][C:29](=[O:30])[OH:31].[Cl:1][c:2]1[c:3]([F:10])[cH:4][cH:5][c:6]([CH3:9])[c:7]1[Cl:8].[K+:11].[K+:12].[O-:13][Cr:14]([O:15][Cr:16](=[O:17])(=[O:18])[O-:19])(=[O:20])=[O:21].[OH2:27].[S:22](=[O:23])(=[O:24])([OH:25])[OH:26]>>[Cl:1][c:2]1[c:3]([F:10])[cH:4][cH:5][c:6]([C:9]([OH:13])=[O:27])[c:7]1[Cl:8]. Starting materials: C[Si](CCOCCl)(C)C ((2-trimethylsilylethoxy)methyl chloride), O1CCCC1 (tetrahydrofuran), CC1(OB(OC1(C)C)C=1C=NNC1)C (4-(4,4,5,5-tetramethyl-[1,3,2]dioxaborolan-2-yl)-1H-pyrazole), [H-].[Na+] (sodium hydride). Solvent: O (water). Reaction conditions: time 5 minute. Product: CC1(OB(OC1(C)C)C=1C=NN(C1)COCC[Si](C)(C)C)C (4-(4,4,5,5-Tetramethyl-[1,3,2]dioxaborolan-2-yl)-1-(2-trimethylsilylethoxymethyl)-1H-pyrazole). The yield is 45.7%. As a reaction SMILES: O1CCCC1.[CH3:6][C:7]1([CH3:19])[C:11]([CH3:13])([CH3:12])[O:10][B:9]([C:14]2[CH:15]=[N:16][NH:17][CH:18]=2)[O:8]1.[H-].[Na+].[CH3:22][Si:23]([CH3:30])([CH3:29])[CH2:24][CH2:25][O:26][CH2:27]Cl>O>[CH3:6][C:7]1([CH3:19])[C:11]([CH3:12])([CH3:13])[O:10][B:9]([C:14]2[CH:18]=[N:17][N:16]([CH2:27][O:26][CH2:25][CH2:24][Si:23]([CH3:30])([CH3:29])[CH3:22])[CH:15]=2)[O:8]1 |f:2.3|. Reported procedure: Under argon atmosphere, to 20 ml of tetrahydrofuran solution containing 1.09 g (5.62 mmol) of 4-(4,4,5,5-tetramethyl-[1,3,2]dioxaborolan-2-yl)-1H-pyrazole was added 443 mg (11.1 mmol) of 60% sodium hydride under ice-cooling, and the mixture was stirred for 5 minutes. Then, 3 ml (17.0 mmol) of (2-trimethylsilylethoxy)methyl chloride was added dropwise to the mixture, and the mixture was reacted at room temperature for 2 hours. After completion of the reaction, water was added to the reaction mixt... Starting materials: BrC1=C(N)C=C(C=C1)[N+](=O)[O-] (2-bromo-5-nitroaniline), C([O-])([O-])=O.[Na+].[Na+] (sodium carbonate), C1(=C(C=CC=C1)B(O)O)C (o-tolylboronic acid). The reagents and catalysts are [Pd].C1(=CC=CC=C1)P(C1=CC=CC=C1)C1=CC=CC=C1.C1(=CC=CC=C1)P(C1=CC=CC=C1)C1=CC=CC=C1.C1(=CC=CC=C1)P(C1=CC=CC=C1)C1=CC=CC=C1.C1(=CC=CC=C1)P(C1=CC=CC=C1)C1=CC=CC=C1 (tetrakis (triphenylphosphine)-palladium(0)). Solvent: C1=CC=CC=C1 (benzene). Product: CC1=C(C=CC=C1)C1=C(C=C(C=C1)[N+](=O)[O-])N (2′-methyl-4nitro-biphenyl-2-ylamine). Isolated yield 90.5%. RXN SMILES: Br[C:2]1[CH:8]=[CH:7][C:6]([N+:9]([O-:11])=[O:10])=[CH:5][C:3]=1[NH2:4].C(=O)([O-])[O-].[Na+].[Na+].[C:18]1([CH3:27])[CH:23]=[CH:22][CH:21]=[CH:20][C:19]=1B(O)O>[Pd].C1(P(C2C=CC=CC=2)C2C=CC=CC=2)C=CC=CC=1.C1(P(C2C=CC=CC=2)C2C=CC=CC=2)C=CC=CC=1.C1(P(C2C=CC=CC=2)C2C=CC=CC=2)C=CC=CC=1.C1(P(C2C=CC=CC=2)C2C=CC=CC=2)C=CC=CC=1.C1C=CC=CC=1>[CH3:27][C:18]1[CH:23]=[CH:22][CH:21]=[CH:20][C:19]=1[C:2]1[CH:8]=[CH:7][C:6]([N+:9]([O-:11])=[O:10])=[CH:5][C:3]=1[NH2:4] |f:1.2.3,5.6.7.8.9|. Procedure: A mixture of 1.0 g (4.6 mmol) 2-bromo-5-nitroaniline, 20 ml benzene, 10 ml 2 N sodium carbonate solution, 159 mg (0.14 mmol) tetrakis (triphenylphosphine)-palladium(0) and 725 mg (5.07 mmol) o-tolylboronic acid was heated under argon at 60° for 20 hrs. After cooling to room temperature, the aqueous phase was separated and washed twice with toluene. The combined organic layers were washed with brine, dried (Na2SO4) and evaporated. The residue was purified by chromatography (SiO2, CH2Cl2/hexane 2:... Reactants: IC1=C(OCC2OC2)C=C(C=C1)OC ([(2-iodo-5-methoxyphenoxy)methyl]oxirane), O (Water), product, C(CC1=CC(OC)=C(OC)C=C1)N (homoveratrylamine). Solvent: S1(=O)(=O)CCCC1 (sulfolane). Product: COC=1C=C(C=CC1OC)CCNCC(COC1=C(C=CC(=C1)OC)I)O (1-[[2-(3,4-dimethoxyphenyl)ethyl]amino]-3-(2-iodo-5-methoxyphenoxy)-2-propanol). Isolated yield 89.8%. Reaction SMILES: [I:1][C:2]1[CH:12]=[CH:11][C:10]([O:13][CH3:14])=[CH:9][C:3]=1[O:4][CH2:5][CH:6]1[CH2:8][O:7]1.[CH2:15]([NH2:27])[CH2:16][C:17]1[CH:26]=[CH:25][C:22]([O:23][CH3:24])=[C:19]([O:20][CH3:21])[CH:18]=1.O>S1(CCCC1)(=O)=O>[CH3:21][O:20][C:19]1[CH:18]=[C:17]([CH2:16][CH2:15][NH:27][CH2:8][CH:6]([OH:7])[CH2:5][O:4][C:3]2[CH:9]=[C:10]([O:13][CH3:14])[CH:11]=[CH:12][C:2]=2[I:1])[CH:26]=[CH:25][C:22]=1[O:23][CH3:24]. Procedure: A solution of 5.0 g (0.016 mole) of [(2-iodo-5-methoxyphenoxy)methyl]oxirane, the product of Example 5b. and 3.25 g (0.0179 mole) of homoveratrylamine in 10 ml of sulfolane was heated at 60°-70° C. for 18 hr. Water was added and the precipitate which formed was collected by filtration. It was recrystallized from acetonitrile to give 7.0 g (87% yield) of crystalline 1-[[2-(3,4-dimethoxyphenyl)ethyl]amino]-3-(2-iodo-5-methoxyphenoxy)-2-propanol, mp 83°-88° C. The reactants are OC1=CC=C(C=C1)CC(=O)O (4-hydroxyphenylacetic acid), CO (methanol), S(O)(O)(=O)=O (sulfuric acid), ice water. The product is OC1=CC=C(C=C1)CC(=O)OC (methyl 4-hydroxyphenylacetate). Reaction SMILES: [OH:1][C:2]1[CH:7]=[CH:6][C:5]([CH2:8][C:9]([OH:11])=[O:10])=[CH:4][CH:3]=1.S(=O)(=O)(O)O.[CH3:17]O>>[OH:1][C:2]1[CH:3]=[CH:4][C:5]([CH2:8][C:9]([O:11][CH3:17])=[O:10])=[CH:6][CH:7]=1. Procedure: A mixture of 37 g. of 4-hydroxyphenylacetic acid, 370 ml. of methanol and 0.1 ml. of sulfuric acid is refluxed for 6 hours, cooled, poured into ice water, and extracted with methylene chloride. The organic extract is washed with water to neutrality, dried over sodium sulfate and evaporated to dryness under vacuo, to yield methyl 4-hydroxyphenylacetate. The reactants are C(C)(C)(C)OC(=O)N1CCC(CC1)(C#CC1=C(C=CC=C1)F)O (1-(tert-butoxycarbonyl)-4-hydroxy-4-[(2-fluorophenyl)ethynyl]piperidine), Cl.C(C)(=O)OCC (hydrogen chloride ethyl acetate). Solvent: C(C)(=O)OCC (ethyl acetate). Conditions: time 8 hour. The product is Cl.OC1(CCNCC1)C#CC1=C(C=CC=C1)F (4-hydroxy-4-[(2-fluorophenyl)ethynyl]piperidine hydrochloride). As a reaction SMILES: C(OC([N:8]1[CH2:13][CH2:12][C:11]([OH:23])([C:14]#[C:15][C:16]2[CH:21]=[CH:20][CH:19]=[CH:18][C:17]=2[F:22])[CH2:10][CH2:9]1)=O)(C)(C)C.[ClH:24].C(OCC)(=O)C>C(OCC)(=O)C>[ClH:24].[OH:23][C:11]1([C:14]#[C:15][C:16]2[CH:21]=[CH:20][CH:19]=[CH:18][C:17]=2[F:22])[CH2:10][CH2:9][NH:8][CH2:13][CH2:12]1 |f:1.2,4.5|. Reported procedure: After dissolving 1.4 g of 1-(tert-butoxycarbonyl)-4-hydroxy-4-[(2-fluorophenyl)ethynyl]piperidine in 20 ml of ethyl acetate, 10 ml of 4N hydrogen chloride/ethyl acetate was added and the mixture was stirred overnight at room temperature. The solvent was distilled off under reduced pressure to obtain 1.28 g of 4-hydroxy-4-[(2-fluorophenyl)ethynyl]piperidine hydrochloride. The reactants are ClC1=C(C=C(C=C1)C(F)(F)F)C12CC1C(NC2=O)=O (1-(4-chloro-α,α,α-trifluoro-m-tolyl)cyclopropanedicarboximide), [H-].COCCO[Al+]OCCOC.[Na+].[H-] (sodium bis(2-methoxyethoxy)aluminum hydride), [OH-].[Na+] (sodium hydroxide), [H-] (hydride). The solvent is C1=CC=CC=C1 (benzene), CCOCC (ether). Product: Cl.ClC1=C(C=C(C=C1)C(F)(F)F)C12CNCC2C1 (1-(4-chloro-α,α,α-trifluoro-m-tolyl)-3-azabicyclo[3.1.0]hexane hydrochloride). Reaction SMILES: [Cl:1][C:2]1[CH:7]=[CH:6][C:5]([C:8]([F:11])([F:10])[F:9])=[CH:4][C:3]=1[C:12]12[C:17](=O)[NH:16][C:15](=O)[CH:14]1[CH2:13]2.[H-].COCCO[Al+]OCCOC.[Na+].[H-].[H-].[OH-].[Na+]>C1C=CC=CC=1.CCOCC>[ClH:1].[Cl:1][C:2]1[CH:7]=[CH:6][C:5]([C:8]([F:11])([F:10])[F:9])=[CH:4][C:3]=1[C:12]12[CH2:13][CH:14]1[CH2:15][NH:16][CH2:17]2 |f:1.2.3.4,6.7,10.11|. Procedure: To a solution of 0.28 g of 1-(4-chloro-α,α,α-trifluoro-m-tolyl)cyclopropanedicarboximide in 10 ml of benzene is added 1.0 ml of sodium bis(2-methoxyethoxy)aluminum hydride (70% benzene solution). This is refluxed for one hour, cooled to ambient temperature, and the excess hydride reagent is decomposed with one ml of 10N sodium hydroxide. The benzene layer is washed with water, dried over magnesium sulfate and evaporated under reduced pressure to give an amber-colored oil. This is dissolved in et...